Dataset: the Open Reaction Database (ORD), a public repository of structured organic reaction records. Task: describe an organic reaction: reactants, conditions, products, and yield Starting materials: pyridinium bromide perbromide, N1C=NC=C1 (imidazole), [Si](C1=CC=CC=C1)(C1=CC=CC=C1)(C(C)(C)C)Cl (t-butyldiphenylsilyl chloride), [BH4-].[Na+] (sodium borohydride), C(C)(=O)C1=C(SC(=C1)Cl)S(=O)(=O)NC1=CC=C(C=C1)CCO (3-Acetyl-5-chloro-N-[4-(2-hydroxyethyl)phenyl]-thiophene-2-sulfonamide). Run in O (Water), C1CCOC1 (THF), CN(C)C=O (DMF), C1CCOC1 (THF). Run at time 18 hour. The product is ClC1=CC=2C(CN(S(C2S1)(=O)=O)C1=CC=C(C=C1)CCO[Si](C1=CC=CC=C1)(C1=CC=CC=C1)C(C)(C)C)O (6-Chloro-3,4-dihydro-2-[4-[2-(t-butyldiphenylsiloxy)ethyl]phenyl]-4-hydroxy-2H-thieno[3,2-e]-1,2-thiazine 1,1-dioxide). The yield is 42.8%. As a reaction SMILES: [C:1]([C:4]1[CH:8]=[C:7]([Cl:9])[S:6][C:5]=1[S:10]([NH:13][C:14]1[CH:19]=[CH:18][C:17]([CH2:20][CH2:21][OH:22])=[CH:16][CH:15]=1)(=[O:12])=[O:11])(=[O:3])[CH3:2].N1C=CN=C1.[Si:28](Cl)([C:41]([CH3:44])([CH3:43])[CH3:42])([C:35]1[CH:40]=[CH:39][CH:38]=[CH:37][CH:36]=1)[C:29]1[CH:34]=[CH:33][CH:32]=[CH:31][CH:30]=1.C1C=C[NH+]=CC=1.Br[Br-]Br.[BH4-].[Na+]>C1COCC1.O.CN(C=O)C>[Cl:9][C:7]1[S:6][C:5]2[S:10](=[O:12])(=[O:11])[N:13]([C:14]3[CH:19]=[CH:18][C:17]([CH2:20][CH2:21][O:22][Si:28]([C:41]([CH3:44])([CH3:43])[CH3:42])([C:35]4[CH:36]=[CH:37][CH:38]=[CH:39][CH:40]=4)[C:29]4[CH:34]=[CH:33][CH:32]=[CH:31][CH:30]=4)=[CH:16][CH:15]=3)[CH2:2][CH:1]([OH:3])[C:4]=2[CH:8]=1 |f:3.4,5.6|. Reported procedure: The product from Step B (11.5 g, 0.032 mol) was added to DMF (100 mL) containing imidazole (5.44 g, 0.08 mol) and t-butyldiphenylsilyl chloride (9.34 mL, 0.035 mol) and stirred at room temperature for 18 hr. The reaction mixture was evaporated to dryness and the residue was suspended in methylene chloride and filtered. The filtrate was concentrated and chromatographed (silica, methylene chloride) to provide a solid which was dissolved in THF (200 mL) and cooled to 5° C. A solution of pyridinium ... Isolated yield 38.0%. As a reaction SMILES: [OH:1][CH2:2][N:3]1[C:11]2[C:6](=[C:7]([OH:12])[CH:8]=[CH:9][CH:10]=2)[CH:5]=[CH:4]1.[Br:13][C:14]1[CH:15]=[C:16]([CH:20]=O)[CH:17]=[N:18][CH:19]=1.[C:22](#[N:26])[CH2:23][C:24]#[N:25].N1CCCCC1>>[NH2:26][C:22]1[O:12][C:7]2[C:8]([CH:20]([C:16]3[CH:17]=[N:18][CH:19]=[C:14]([Br:13])[CH:15]=3)[C:23]=1[C:24]#[N:25])=[CH:9][CH:10]=[C:11]1[N:3]([CH2:2][OH:1])[CH:4]=[CH:5][C:6]=21. Reported procedure: The title compound was prepared from 1-hydroxymethyl-4-hydroxy-indole (66 mg, 0.4 mmol), 5-bromo-pyridine-3-carbaldehyde (75 mg, 0.4 mmol), malononitrile (27 mg, 0.4 mmol) and piperidine (0.02 mL, 0.2 mmol), similar to Example 16, to yield 60 mg (38%) of a white solid. 1H NMR (DMSO-d6): 8.58 (d, J=2.1 Hz, 1H), 8.48 (d, J=1.5 Hz, 1H), 7.78-7.76 (m, 1H), 7.45 (d, J=3.0 Hz, 1H), 7.31 (d, J=8.4 Hz, 1H), 7.11 (brs, 2H), 6.77 (d, J=8.7 Hz, 1H), 6.49 (d, J=3.3 Hz, 2H), 5.49 (brs, 2H), 4.98 (s, 1H). The reactants are OCN1C=CC2=C(C=CC=C12)O (1-hydroxymethyl-4-hydroxy-indole), BrC=1C=C(C=NC1)C=O (5-bromo-pyridine-3-carbaldehyde), C(CC#N)#N (malononitrile), N1CCCCC1 (piperidine). Product: NC=1OC2=C3C(=CC=C2C(C1C#N)C=1C=NC=C(C1)Br)N(C=C3)CO (2-Amino-4-(5-bromo-pyridin-3-yl)-3-cyano-7-hydroxymethyl-4H-pyrrolo[2,3-h]chromene), white solid. The reactants are CC(C)(C)OC(=O)NC(C(=O)N1CCCC1c1cccc(Oc2ccccc2)c1)C1CCCCC1, ClCCl, O=C(O)C(F)(F)F. Yields the product O=C(O)C(F)(F)F, NC(C(=O)N1CCCC1c1cccc(Oc2ccccc2)c1)C1CCCCC1. Reaction SMILES: [C:1]([O:2][C:3](=[O:4])[NH:7][CH:8]([C:9]([N:10]1[CH:11]([c:15]2[cH:16][c:17]([O:21][c:22]3[cH:23][cH:24][cH:25][cH:26][cH:27]3)[cH:18][cH:19][cH:20]2)[CH2:12][CH2:13][CH2:14]1)=[O:28])[CH:29]1[CH2:30][CH2:31][CH2:32][CH2:33][CH2:34]1)([CH3:5])([CH3:6])[CH3:35].[Cl:43][CH2:44][Cl:45].[F:36][C:37]([C:38](=[O:39])[OH:40])([F:41])[F:42]>>[F:36][C:37]([C:38](=[O:39])[OH:40])([F:41])[F:42].[NH2:7][CH:8]([C:9]([N:10]1[CH:11]([c:15]2[cH:16][c:17]([O:21][c:22]3[cH:23][cH:24][cH:25][cH:26][cH:27]3)[cH:18][cH:19][cH:20]2)[CH2:12][CH2:13][CH2:14]1)=[O:28])[CH:29]1[CH2:30][CH2:31][CH2:32][CH2:33][CH2:34]1. The reactants are ClC=1C=NC(=C(C(=O)N[C@@H](C)C2=CC=C(C(=O)OC)C=C2)C1)N1CC(CC1)OC1=CC=C(C=C1)C(F)(F)F (methyl 4-((1S)-1-(5-chloro-2-(3-(4-(trifluoromethyl)phenoxy)pyrrolidin-1-yl)nicotinamido)ethyl)benzoate), O (water). Run in O1CCOCC1 (1,4-dioxane). Conditions: time 2 day. Yields the product ClC=1C=NC(=C(C(=O)N[C@@H](C)C2=CC=C(C(=O)O)C=C2)C1)N1CC(CC1)OC1=CC=C(C=C1)C(F)(F)F (4-((1S)-1-(5-chloro-2-(3-(4-(trifluoromethyl)phenoxy)pyrrolidin-1-yl)nicotinamido)ethyl)benzoic acid). The yield is 82.3%. Reaction SMILES: [Cl:1][C:2]1[CH:3]=[N:4][C:5]([N:23]2[CH2:27][CH2:26][CH:25]([O:28][C:29]3[CH:34]=[CH:33][C:32]([C:35]([F:38])([F:37])[F:36])=[CH:31][CH:30]=3)[CH2:24]2)=[C:6]([CH:22]=1)[C:7]([NH:9][C@H:10]([C:12]1[CH:21]=[CH:20][C:15]([C:16]([O:18]C)=[O:17])=[CH:14][CH:13]=1)[CH3:11])=[O:8].O>O1CCOCC1>[Cl:1][C:2]1[CH:3]=[N:4][C:5]([N:23]2[CH2:27][CH2:26][CH:25]([O:28][C:29]3[CH:30]=[CH:31][C:32]([C:35]([F:36])([F:38])[F:37])=[CH:33][CH:34]=3)[CH2:24]2)=[C:6]([CH:22]=1)[C:7]([NH:9][C@H:10]([C:12]1[CH:21]=[CH:20][C:15]([C:16]([OH:18])=[O:17])=[CH:14][CH:13]=1)[CH3:11])=[O:8]. Procedure details: To a solution of methyl 4-((1S)-1-(5-chloro-2-(3-(4-(trifluoromethyl)phenoxy)pyrrolidin-1-yl)nicotinamido)ethyl)benzoate (D191) (50 mg, 0.091 mmol) in 1,4-dioxane (3 ml) and water (1 ml) lithium hydroxide monohydrate (5.8 mg, 0.14 mmol) was added and the resulting mixture was stirred at room temperature for 2 days. Solvents were evaporated in vacuo. The residue was diluted with water (5 ml) and 1M HCl (15 ml) and extracted with ethylacetate (3×20 ml). Collected organics, after solvent evaporatio...